From a dataset of the Open Reaction Database (ORD), a public repository of structured organic reaction records. describe an organic reaction: reactants, conditions, products, and yield RXN SMILES: [C:1]([C:3]1[C:4]([CH3:17])=[C:5]2[C:9](=[CH:10][CH:11]=1)[C@@H:8]([CH2:12][C:13]([O:15][CH3:16])=[O:14])[CH2:7][CH2:6]2)#N.C(O)(=[O:20])C>N1C=CC=CC=1.O.[Ni]>[CH:1]([C:3]1[C:4]([CH3:17])=[C:5]2[C:9](=[CH:10][CH:11]=1)[C@@H:8]([CH2:12][C:13]([O:15][CH3:16])=[O:14])[CH2:7][CH2:6]2)=[O:20]. Procedure details: To a solution of methyl (R)-(5-cyano-4-methyl-indan-1-yl)acetate (1.00 g, 4.36 mmol, from EXAMPLE 110, Step J) in pyridine (28 mL), acetic acid (15 mL), H2O (15 mL) and NaH2PO2 (3.07 g, 34.9 mmol) Rainey nickel was added (1.0 g) and the mixture was heated to 50° C. After 5 hr, the reaction was concentrated in vacuo and filtered through Celite®. The filtrate was concentrated in vacuo and partitioned between EtOAc (150 mL) and H2O (50 mL). The organic layer was washed with 5.0 N HCl (7×50 mL), sat... Reactants: C(#N)C=1C(=C2CC[C@@H](C2=CC1)CC(=O)OC)C (Methyl (R)-(5-Cyano-4-methyl-indan-1-yl)acetate), NaH2PO2, C(C)(=O)O (acetic acid). Reagents/catalysts: [Ni] (nickel). Run at temperature 50 celsius, time 5 hour. The solvent is N1=CC=CC=C1 (pyridine), O (H2O). The product is C(=O)C=1C(=C2CC[C@@H](C2=CC1)CC(=O)OC)C (Methyl (R)-(5-formyl-4-methyl-indan-1-yl)acetate). The reactants are O[C@H](C)[C@@H]1[C@@H]2N(C(=C([C@@H]2C)S\C=C/C2=C(N=CS2)CO)C(=O)[O-])C1=O.[Na+] (sodium (1R,5S,6S)-6-((1R)-1-hydroxyethyl)-2-[[(Z)-2-(4-hydroxymethylthiazol-5-yl)ethen-1-yl]thio]-1-methyl-1-carbapen-2-em-3-carboxylate), C1(=CC=CC=C1)OC(=O)OCI (phenyloxycarbonyloxymethyl iodide). Yields the product O[C@H](C)[C@@H]1[C@@H]2N(C(=C([C@@H]2C)S\C=C/C2=C(N=CS2)CO)C(=O)OCOC(=O)OC2=CC=CC=C2)C1=O (Phenyloxycarbonyloxymethyl (1R,5S,6S)-6-((1R)-1-hydroxyethyl)-2-[[(Z)-2-(4-hydroxymethylthiazol-5-yl)ethen-1-yl]thio]-1-methyl-1-carbapen-2-em-3-carboxylate). Yield: 93.4%. As a reaction SMILES: [OH:1][C@@H:2]([C@H:4]1[C:24](=[O:25])[N:6]2[C:7]([C:21]([O-:23])=[O:22])=[C:8]([S:11]/[CH:12]=[CH:13]\[C:14]3[S:18][CH:17]=[N:16][C:15]=3[CH2:19][OH:20])[C@H:9]([CH3:10])[C@H:5]12)[CH3:3].[Na+].[C:27]1([O:33][C:34]([O:36][CH2:37]I)=[O:35])[CH:32]=[CH:31][CH:30]=[CH:29][CH:28]=1>>[OH:1][C@@H:2]([C@H:4]1[C:24](=[O:25])[N:6]2[C:7]([C:21]([O:23][CH2:37][O:36][C:34]([O:33][C:27]3[CH:32]=[CH:31][CH:30]=[CH:29][CH:28]=3)=[O:35])=[O:22])=[C:8]([S:11]/[CH:12]=[CH:13]\[C:14]3[S:18][CH:17]=[N:16][C:15]=3[CH2:19][OH:20])[C@H:9]([CH3:10])[C@H:5]12)[CH3:3] |f:0.1|. Reported procedure: In the same manner as in Example 81, 278 mg of the title compound was prepared from 226 mg of sodium (1R,5S,6S)-6-((1R)-1-hydroxyethyl)-2-[[(Z)-2-(4-hydroxymethylthiazol-5-yl)ethen-1-yl]thio]-1-methyl-1-carbapen-2-em-3-carboxylate and 243 mg of phenyloxycarbonyloxymethyl iodide. Reactants: C([O-])([O-])=O.[K+].[K+] (potassium carbonate), C(C=1C(O)=CC=CC1)=O (salicylaldehyde), C(C1=CC=CC=C1)Cl (benzyl chloride). Solvent: CN(C=O)C (dimethylformamide). Run at temperature 70 celsius, time 2 hour. Yields the product C(C1=CC=CC=C1)OC1=C(C=O)C=CC=C1 (2-benzyloxybenzaldehyde). The yield is 98.5%. Reaction SMILES: C(=O)([O-])[O-].[K+].[K+].[CH:7](=[O:15])[C:8]1[C:9](=[CH:11][CH:12]=[CH:13][CH:14]=1)[OH:10].[CH2:16](Cl)[C:17]1[CH:22]=[CH:21][CH:20]=[CH:19][CH:18]=1>CN(C)C=O>[CH2:16]([O:10][C:9]1[CH:11]=[CH:12][CH:13]=[CH:14][C:8]=1[CH:7]=[O:15])[C:17]1[CH:22]=[CH:21][CH:20]=[CH:19][CH:18]=1 |f:0.1.2|. Reported procedure: 185 g of dimethylformamide and 82.8 g (0.6 mol) of potassium carbonate were placed in a flask, and 61 g (0.5 mol) of salicylaldehyde were added dropwise thereto. 75.9 g (0.6 mol) of benzyl chloride were then added dropwise to the resulting mixture at a temperature of 50° C. for one hour. After the addition, the mixture was stirred at a temperature of 70° C. for two hours. The resulting reaction mixture was washed with 185 g of toluene and 330 g of water. The solvent was distilled out of the mixt... The reactants are ClC1=C(C=CC=C1F)C1=CCN(CC1)C(=O)OC(C)(C)C (tert-butyl 4-(2-chloro-3-fluorophenyl)-5,6-dihydropyridine-1(2H)-carboxylate). The reagents and catalysts are O=[Pt]=O (PtO2). Run in CCOC(=O)C (EtOAc). Run at time 18 hour. Product: C(C)(C)(C)OC(=O)N1CCC(CC1)C1=C(C(=CC=C1)F)Cl (tert-butyl-4-(2-chloro-3-fluorophenyl)piperidine-1 carboxylate). Isolated yield 106.5%. RXN SMILES: [Cl:1][C:2]1[C:7]([F:8])=[CH:6][CH:5]=[CH:4][C:3]=1[C:9]1[CH2:14][CH2:13][N:12]([C:15]([O:17][C:18]([CH3:21])([CH3:20])[CH3:19])=[O:16])[CH2:11][CH:10]=1>CCOC(C)=O.O=[Pt]=O>[C:18]([O:17][C:15]([N:12]1[CH2:11][CH2:10][CH:9]([C:3]2[CH:4]=[CH:5][CH:6]=[C:7]([F:8])[C:2]=2[Cl:1])[CH2:14][CH2:13]1)=[O:16])([CH3:21])([CH3:19])[CH3:20]. Procedure: A mixture of tert-butyl 4-(2-chloro-3-fluorophenyl)-5,6-dihydropyridine-1(2H)-carboxylate (12, 0.488 g, 1.41 mmol) and PtO2 (0.109 g, 0.48 mmol) in EtOAc (15 mL) was stirred at ambient temperature for 18 h under a balloon of H2. The mixture was filtered over Celite, and the filtrate was concentrated under reduced pressure and dissolved in CH2Cl2 (4 mL). To this solution was added HCl (2 N in Et2O, 4.0 mL) and the resulting mixture stirred at ambient temperature for 20 min. The resulting suspensi... Run at time 30 minute. Reaction SMILES: [ClH:1].[N:2]1[CH:7]=[CH:6][CH:5]=[N:4][C:3]=1[NH:8][C@@H:9]1[CH2:14][CH2:13][C@H:12]([NH:15]C(=O)OC(C)(C)C)[CH2:11][CH2:10]1>>[ClH:1].[N:2]1[CH:7]=[CH:6][CH:5]=[N:4][C:3]=1[NH:8][C@H:9]1[CH2:14][CH2:13][C@@H:12]([NH2:15])[CH2:11][CH2:10]1 |f:2.3|. The product is Cl.N1=C(N=CC=C1)N[C@@H]1CC[C@@H](CC1)N ((cis)-N1-(pyrimidin-2-yl)cyclohexane-1,4-diamine hydrochloride). The reactants are Cl (HCl), N1=C(N=CC=C1)N[C@H]1CC[C@H](CC1)NC(OC(C)(C)C)=O (tert-butyl ((cis)-4-(pyrimidin-2-ylamino)cyclohexyl)carbamate). Reported procedure: As shown in step 5-ii of Scheme 5, HCl (3 mL, 4M in THF, 12 mmol) was added to compound 1010. The mixture was stirred for 30 min and concentrated under reduced pressure to produce (cis)-N1-(pyrimidin-2-yl)cyclohexane-1,4-diamine hydrochloride (compound 1011). This material was used in subsequent reactions as is without further purification.